From a dataset of the Open Reaction Database (ORD), a public repository of structured organic reaction records. describe an organic reaction: reactants, conditions, products, and yield Product: BrC=1C=CC=C2N=C(C(=NC12)NC1CC1)C (8-bromo-N-cyclopropyl-3-methylquinoxalin-2-amine). As a reaction SMILES: [Br:1][C:2]1[CH:11]=[CH:10][CH:9]=[C:8]2[C:3]=1[N:4]=[C:5](F)[C:6]([CH3:12])=[N:7]2.[CH:14]1([NH2:17])[CH2:16][CH2:15]1>>[Br:1][C:2]1[CH:11]=[CH:10][CH:9]=[C:8]2[C:3]=1[N:4]=[C:5]([NH:17][CH:14]1[CH2:16][CH2:15]1)[C:6]([CH3:12])=[N:7]2. Procedure: This compound (1.06 g, 83% yield) as a light yellow crystalline solid was prepared similarly to that described in the preparation of Example 174a, using 5-bromo-3-fluoro-2-methylquinoxaline (Example 126f; 1.11 g, 4.60 mmol) and cyclopropanamine (Aldrich; 1.50 mL, 21.65 mmol) as starting materials. 1H NMR (400 MHz, CDCl3) δ ppm 7.84 (1H, dd, J=7.6, 1.2 Hz), 7.78 (1H, dd, J=8.2, 1.2 Hz), 7.19-7.26 (1H, m), 5.12 (1H, br. s.), 3.04-3.14 (1H, m), 2.47-2.55 (3H, m), 0.93-1.01 (2H, m), 0.60-0.68 (2H, m... Isolated yield 82.8%. Starting materials: BrC1=C2N=C(C(=NC2=CC=C1)C)F (5-bromo-3-fluoro-2-methylquinoxaline), C1(CC1)N (cyclopropanamine). Solvent: C1CCOC1 (THF), C1CCOC1 (THF). Yields the product C(CC)[SiH]1CCC(CC1)[C@@H]1CC[C@H](CC1)C1=CC=C(C=C1)C1=CC=C(C=C1)F (trans-4-(4-(4-n-propyl-4-silacyclohexyl)cyclohexyl)-4'-fluorobiphenyl). Reactants: FC1=CC=C(C=C1)C1=CC=C(C=C1)[Mg]Br (4-(4-fluorophenyl)phenyl magnesium bromide), IC1CCC(CC1)[C@@H]1CC[Si@H](CC1)CCC (trans-4-(4-iodocyclohexyl)-1-n-propyl-1-silacyclohexane). Reagents/catalysts: [Cu]I (copper (I) iodide). Reported procedure: A 15 ml THF solution of 1.5M 4-(4-fluorophenyl)phenyl magnesium bromide (22.5 mmol) was dripped into a mixed solution of 7.0 g (20.0 mmol) of trans-4-(4-iodocyclohexyl)-1-n-propyl-1-silacyclohexane, 70 mg of copper (I) iodide and 50 ml of THF. The silacyclohexane rings of the product thus obtained were a mixture of trans isomers and cis isomers. After a conventional after treatment, they were separated by means of chromatography to obtain 2.29 g (yield 58%) of the target product, i.e. the trans,... Yield: 29.0%. RXN SMILES: [F:1][C:2]1[CH:7]=[CH:6][C:5]([C:8]2[CH:13]=[CH:12][C:11]([Mg]Br)=[CH:10][CH:9]=2)=[CH:4][CH:3]=1.I[CH:17]1[CH2:22][CH2:21][CH:20]([C@H:23]2[CH2:28][CH2:27][Si@H:26]([CH2:29][CH2:30][CH3:31])[CH2:25][CH2:24]2)[CH2:19][CH2:18]1>[Cu]I.C1COCC1>[CH2:29]([SiH:26]1[CH2:25][CH2:24][CH:23]([C@H:20]2[CH2:21][CH2:22][C@H:17]([C:11]3[CH:12]=[CH:13][C:8]([C:5]4[CH:6]=[CH:7][C:2]([F:1])=[CH:3][CH:4]=4)=[CH:9][CH:10]=3)[CH2:18][CH2:19]2)[CH2:28][CH2:27]1)[CH2:30][CH3:31]. The reactants are ClC=1C=C(C(=O)O)C=C(N1)N(C)S(=O)(=O)C (2-chloro-6-(methanesulphonyl-methyl-amino)-isonicotinic acid), FC=1C=C2CCNC2=CC1 (5-fluoro-2,3-dihydro-1H-indole), TEA, CN(C)C(=[N+](C)C)ON1C2=C(C=CC=C2)N=N1.[B-](F)(F)(F)F (TBTU). Run in CN(C)C=O (DMF). Run at time 2 hour. Product: ClC1=CC(=CC(=N1)N(S(=O)(=O)C)C)C(=O)N1CCC2=CC(=CC=C12)F (N-[6-chloro-4-(5-fluoro-2,3-dihydro-indole-1-carbonyl)-pyridin-2-yl]-N-methyl-methane-sulphonamide). Reaction SMILES: [Cl:1][C:2]1[CH:3]=[C:4]([CH:8]=[C:9]([N:11]([S:13]([CH3:16])(=[O:15])=[O:14])[CH3:12])[N:10]=1)[C:5]([OH:7])=O.[F:17][C:18]1[CH:19]=[C:20]2[C:24](=[CH:25][CH:26]=1)[NH:23][CH2:22][CH2:21]2.CN(C(ON1N=NC2C=CC=CC1=2)=[N+](C)C)C.[B-](F)(F)(F)F>CN(C=O)C>[Cl:1][C:2]1[N:10]=[C:9]([N:11]([CH3:12])[S:13]([CH3:16])(=[O:15])=[O:14])[CH:8]=[C:4]([C:5]([N:23]2[C:24]3[C:20](=[CH:19][C:18]([F:17])=[CH:26][CH:25]=3)[CH2:21][CH2:22]2)=[O:7])[CH:3]=1 |f:2.3|. Procedure: 0.30 g (1.1 mmol) 2-chloro-6-(methanesulphonyl-methyl-amino)-isonicotinic acid, 0.16 g (1.1 mmol) 5-fluoro-2,3-dihydro-1H-indole, 0.31 mL (2.2 mmol) TEA in 4.0 mL DMF were mixed with 0.39 g (1.2 mmol) TBTU and stirred for 2 h at RT. The reaction mixture was purified by HPLC. The product fractions were combined and evaporated down. Reactants: O.NN (hydrazine hydrate), C(C)(C)(C)OC(=O)NC1=C(SC=C1)C(=O)OC (methyl 3-(tert-butoxycarbonylamino)thiophene-2-carboxylate). Run in C(C)O (ethanol). The product is C(C)(C)(C)OC(=O)NC1=C(SC=C1)C(=O)NN (3-(tert-Butoxycarbonylamino)thiophene-2-carboxylic hydrazide). As a reaction SMILES: O.[NH2:2][NH2:3].[C:4]([O:8][C:9]([NH:11][C:12]1[CH:16]=[CH:15][S:14][C:13]=1[C:17]([O:19]C)=O)=[O:10])([CH3:7])([CH3:6])[CH3:5]>C(O)C>[C:4]([O:8][C:9]([NH:11][C:12]1[CH:16]=[CH:15][S:14][C:13]=1[C:17]([NH:2][NH2:3])=[O:19])=[O:10])([CH3:7])([CH3:6])[CH3:5] |f:0.1|. Reported procedure: 0.4 g of hydrazine hydrate is added to a solution of 1.3 g of methyl 3-(tert-butoxycarbonylamino)thiophene-2-carboxylate in 10 ml of ethanol and the mixture is heated to reflux for 5 hours. After the volatile fractions had been removed under reduced pressure at 40° C., the remaining oil was purified by column chromatography (silica gel, eluent: methylene chloride:methanol=95:5). Starting materials: CCCCN1C(=O)COc2ccc(C(=O)OC)cc21, B1C2CCCC1CCC2, NCCO, C1CCOC1. Yields the product CCCCN1CCOc2ccc(C(=O)OC)cc21. As a reaction SMILES: [CH2:1]([CH2:2][CH2:3][CH3:4])[N:5]1[C:6](=[O:19])[CH2:7][O:8][c:9]2[c:10]1[cH:11][c:12]([C:15](=[O:16])[O:17][CH3:18])[cH:13][cH:14]2.[CH:20]12[CH2:21][CH2:22][CH2:23][CH:24]([BH:25]1)[CH2:26][CH2:27][CH2:28]2.[NH2:29][CH2:30][CH2:31][OH:32].[O:33]1[CH2:34][CH2:35][CH2:36][CH2:37]1>>[CH2:1]([CH2:2][CH2:3][CH3:4])[N:5]1[CH2:6][CH2:7][O:8][c:9]2[c:10]1[cH:11][c:12]([C:15](=[O:16])[O:17][CH3:18])[cH:13][cH:14]2. Starting materials: C(C)(=O)C(C(=O)OCC)=C(C(C(F)(F)F)(F)F)N (ethyl 2-acetyl-3-amino-4,4,5,5,5-pentafluoro-2-pentenoate), [OH-].[NH4+] (ammonium hydroxide). The product is NC(=CC(=O)OCC)C(C(F)(F)F)(F)F (ethyl 3-amino-4,4,5,5,5-pentafluoro-2-pentenoate). Yield: 88.5%. Reaction SMILES: C([C:4](=[C:10]([NH2:18])[C:11]([F:17])([F:16])[C:12]([F:15])([F:14])[F:13])[C:5]([O:7][CH2:8][CH3:9])=[O:6])(=O)C.[OH-].[NH4+]>>[NH2:18][C:10]([C:11]([F:16])([F:17])[C:12]([F:13])([F:14])[F:15])=[CH:4][C:5]([O:7][CH2:8][CH3:9])=[O:6] |f:1.2|. Procedure: Preparation of Ethyl 2-Chloro-4-Pentafluoroethyl-5-Thiazolecarboxylate To a stirred mixture of 65 g (0.4995 mole) of ethyl acetoacetate, 200 ml. of methanol and 100 ml. of saturated sodium acetate at 50° C. was introduced 100 g (0.769 mole) of pentafluoropropionitrile in 3 hours. The reaction mixture was poured into 1200 ml. of water. An oil separated from the reaction mixture. The aqueous solution was extracted with ether. The ether solution was combined with the oil; dried (MgSO4) and concentr... Reaction SMILES: [OH:1][N:2]=[C:3](Cl)[CH:4]1[CH2:11][CH2:10][CH2:9][CH2:8][C:5]21[CH2:7][CH2:6]2.[CH:13]1([C:16](=O)[CH2:17][C:18]([O:20]C)=[O:19])[CH2:15][CH2:14]1>>[CH:13]1([C:16]2[O:1][N:2]=[C:3]([CH:4]3[CH2:11][CH2:10][CH2:9][CH2:8][C:5]43[CH2:7][CH2:6]4)[C:17]=2[C:18]([OH:20])=[O:19])[CH2:15][CH2:14]1. The product is C1(CC1)C1=C(C(=NO1)C1C2(CC2)CCCC1)C(=O)O (5-Cyclopropyl-3-(spiro[2.5]octan-4-yl)isoxazole-4-carboxylic acid). Procedure: 5-Cyclopropyl-3-(spiro[2.5]octan-4-yl)isoxazole-4-carboxylic acid (I-11K) was prepared from N-hydroxyspiro[2.5]octane-4-carbimidoyl chloride and methyl 3-cyclopropyl-3-oxopropanoate following the same protocol as described for I-6E. MS m/z 262.1 (M+1). Reactants: ON=C(C1C2(CC2)CCCC1)Cl (N-hydroxyspiro[2.5]octane-4-carbimidoyl chloride), C1(CC1)C(CC(=O)OC)=O (methyl 3-cyclopropyl-3-oxopropanoate). Starting materials: BrCCCOc1cccc(-c2noc3ccsc23)c1, O=C([O-])[O-], CC#N, [K+], [K+], NC1Cc2ccccc2C1. Yields the product c1cc(OCCCNC2Cc3ccccc3C2)cc(-c2noc3ccsc23)c1. As a reaction SMILES: [Br:1][CH2:2][CH2:3][CH2:4][O:5][c:6]1[cH:7][c:8](-[c:12]2[n:13][o:14][c:15]3[c:16]2[s:17][cH:18][cH:19]3)[cH:9][cH:10][cH:11]1.[C:20](=[O:21])([O-:22])[O-:23].[CH3:36][C:37]#[N:38].[K+:24].[K+:25].[NH2:26][CH:27]1[CH2:28][c:29]2[cH:30][cH:31][cH:32][cH:33][c:34]2[CH2:35]1>>[CH2:2]([CH2:3][CH2:4][O:5][c:6]1[cH:7][c:8](-[c:12]2[n:13][o:14][c:15]3[c:16]2[s:17][cH:18][cH:19]3)[cH:9][cH:10][cH:11]1)[NH:26][CH:27]1[CH2:28][c:29]2[cH:30][cH:31][cH:32][cH:33][c:34]2[CH2:35]1. Starting materials: C(C)(C)(C)OC(=O)N1CCC(CC1)CC#CC1=NC(=C2N=CN(C2=N1)[C@H]1[C@@H]([C@@H]([C@H](C1)NC(CO)=O)O)O)N[C@@H](CC1=CC=CC=C1)CO (4-{3-[9-[(1R,2S,3R,4S)-2,3-Dihydroxy-4-(2-hydroxy-acetylamino)-cyclopentyl]-6-((S)-1-hydroxymethyl-2-phenyl-ethylamino)-9H-purin-2-yl]-prop-2-ynyl}-piperidine-1-carboxylic acid tert-butyl ester). Solvent: Cl (HCl), CO (MeOH). Conditions: time 3 day. Product: O[C@@H]1[C@H](C[C@H]([C@@H]1O)N1C2=NC(=NC(=C2N=C1)N[C@@H](CC1=CC=CC=C1)CO)C#CCC1CCNCC1)NC(CO)=O (N-{(1S,2R,3S,4R)-2,3-Dihydroxy-4-[6-((S)-1-hydroxymethyl-2-phenyl-ethylamino)-2-(3-piperidin-4-yl-prop-1-ynyl)-purin-9-yl]-cyclopentyl}-2-hydroxy-acetamide). RXN SMILES: C(OC([N:8]1[CH2:13][CH2:12][CH:11]([CH2:14][C:15]#[C:16][C:17]2[N:25]=[C:24]3[C:20]([N:21]=[CH:22][N:23]3[C@@H:26]3[CH2:30][C@H:29]([NH:31][C:32](=[O:35])[CH2:33][OH:34])[C@@H:28]([OH:36])[C@H:27]3[OH:37])=[C:19]([NH:38][C@H:39]([CH2:47][OH:48])[CH2:40][C:41]3[CH:46]=[CH:45][CH:44]=[CH:43][CH:42]=3)[N:18]=2)[CH2:10][CH2:9]1)=O)(C)(C)C>Cl.CO>[OH:36][C@H:28]1[C@@H:27]([OH:37])[C@H:26]([N:23]2[CH:22]=[N:21][C:20]3[C:24]2=[N:25][C:17]([C:16]#[C:15][CH2:14][CH:11]2[CH2:12][CH2:13][NH:8][CH2:9][CH2:10]2)=[N:18][C:19]=3[NH:38][C@H:39]([CH2:47][OH:48])[CH2:40][C:41]2[CH:42]=[CH:43][CH:44]=[CH:45][CH:46]=2)[CH2:30][C@@H:29]1[NH:31][C:32](=[O:35])[CH2:33][OH:34]. Procedure: 4-{3-[9-[(1R,2S,3R,4S)-2,3-Dihydroxy-4-(2-hydroxy-acetylamino)-cyclopentyl]-6-((S)-1-hydroxymethyl-2-phenyl-ethylamino)-9H-purin-2-yl]-prop-2-ynyl}-piperidine-1-carboxylic acid tert-butyl ester (Intermediate XB) is dissolved in 1.25 M HCl in MeOH. After stirring at RT for 3 days, the solvent is removed in vacuo to yield the title compound. This is used in the next step without further purification.